This data is from the Open Reaction Database (ORD), a public repository of structured organic reaction records. The task is: describe an organic reaction: reactants, conditions, products, and yield The reactants are [OH-].[NH4+] (ammonium hydroxide), NC1=CC(N(C(N1)=O)CC1=C(C=CC=C1)F)=O (6-amino-3-(2-fluoro-benzyl)-1H-pyrimidine-2,4-dione), Cl (hydrochloric acid), N(=O)[O-].[Na+] (sodium nitrite). Run in O (water). Reaction conditions: temperature 25 celsius, time 3 hour. Product: NC1=C(C(N(C(N1)=O)CC1=C(C=CC=C1)F)=O)N=O (6-amino-3-(2-fluoro-benzyl)-5-nitroso-1H-pyrimidine-2,4-dione). Yield: 92.1%. RXN SMILES: [NH2:1][C:2]1[NH:7][C:6](=[O:8])[N:5]([CH2:9][C:10]2[CH:15]=[CH:14][CH:13]=[CH:12][C:11]=2[F:16])[C:4](=[O:17])[CH:3]=1.Cl.[N:19]([O-])=[O:20].[Na+].[OH-].[NH4+]>O>[NH2:1][C:2]1[NH:7][C:6](=[O:8])[N:5]([CH2:9][C:10]2[CH:15]=[CH:14][CH:13]=[CH:12][C:11]=2[F:16])[C:4](=[O:17])[C:3]=1[N:19]=[O:20] |f:2.3,4.5|. Reported procedure: A mixture of 6-amino-3-(2-fluoro-benzyl)-1H-pyrimidine-2,4-dione (2.4 g, 10.6 mmol) in a 1.0N aqueous hydrochloric acid solution at 25° C. was treated with a solution of sodium nitrite (0.95 g, 13.78 mmol) in water (10 mL). The mixture was stirred at 25° C. for 3 h. At this time, the reaction was brought to pH=5 through treatment with a 1.0N aqueous ammonium hydroxide solution. The resulting solid was collected by filtration and washed with cold water to afford 6-amino-3-(2-fluoro-benzyl)-5-nitr... Reactants: C(C=C)O (allyl alcohol), N1=CC=CC=C1 (pyridine), N1=C(C=NC2=CC=CC=C12)OC1=CC=C(OC(C(=O)Cl)C)C=C1 (2-[4-(2-quinoxalinyloxy)phenoxy]propionyl chloride). Solvent: C(Cl)Cl (methylene chloride), C(Cl)Cl (methylene chloride). Run at time 8 hour. Yields the product N1=C(C=NC2=CC=CC=C12)OC1=CC=C(OC(C(=O)OCC=C)C)C=C1 (allyl 2-[4-(2-quinoxalinyloxy)phenoxy]propanoate). Reaction SMILES: [CH2:1]([OH:4])[CH:2]=[CH2:3].N1C=CC=CC=1.[N:11]1[C:20]2[C:15](=[CH:16][CH:17]=[CH:18][CH:19]=2)[N:14]=[CH:13][C:12]=1[O:21][C:22]1[CH:33]=[CH:32][C:25]([O:26][CH:27]([CH3:31])[C:28](Cl)=[O:29])=[CH:24][CH:23]=1>C(Cl)Cl>[N:11]1[C:20]2[C:15](=[CH:16][CH:17]=[CH:18][CH:19]=2)[N:14]=[CH:13][C:12]=1[O:21][C:22]1[CH:33]=[CH:32][C:25]([O:26][CH:27]([CH3:31])[C:28]([O:4][CH2:1][CH:2]=[CH2:3])=[O:29])=[CH:24][CH:23]=1. Procedure details: To a solution of 1.2 g allyl alcohol and 1.6 g pyridine in 50 cc methylene chloride, add 6.6 g of 2-[4-(2-quinoxalinyloxy)phenoxy]propionyl chloride in 60 cc methylene chloride. Stir the mixture at room temperature overnight. Wash the methylene chloride solution with water and dry the solution over magnesium sulfate concentrate under vacuum to give allyl 2-[4-(2-quinoxalinyloxy)phenoxy]propanoate. Reactants: ClC1=CC(=C(C=C1OC1=CC=CC=C1)OC1=CC=CC=C1)[N+](=O)[O-] (6-chloro-4-nitro-1,3-diphenoxy-benzene), NCCN (1,2-diamino-ethane). Run in O1CCOCC1 (dioxane). Conditions: temperature 70 celsius. The product is Cl.ClC1=C(C=C(NCCN)C(=C1)[N+](=O)[O-])OC1=CC=CC=C1 (4-Chloro-3-phenoxy-6-nitro-N-(2-amino-ethyl)-aniline hydrochloride). Reaction SMILES: [Cl:1][C:2]1[C:7]([O:8][C:9]2[CH:14]=[CH:13][CH:12]=[CH:11][CH:10]=2)=[CH:6][C:5](OC2C=CC=CC=2)=[C:4]([N+:22]([O-:24])=[O:23])[CH:3]=1.[NH2:25][CH2:26][CH2:27][NH2:28]>O1CCOCC1>[ClH:1].[Cl:1][C:2]1[CH:3]=[C:4]([N+:22]([O-:24])=[O:23])[C:5]([NH:25][CH2:26][CH2:27][NH2:28])=[CH:6][C:7]=1[O:8][C:9]1[CH:10]=[CH:11][CH:12]=[CH:13][CH:14]=1 |f:3.4|. Reported procedure: 6.83 gm of 6-chloro-4-nitro-1,3-diphenoxy-benzene were dissolved in 15 ml of dioxane, an excess of 1,2-diamino-ethane was added to the solution, and the mixture was heated for 12 hours at 70° C. Thereafter, the reaction mixture was worked up as in Example 3, and the reaction product was purified by recrystallization from ethanol. 6.1 gm (88% of theory) of the white crystalline compound of the formula ##STR10## having a melting point of 255° C. (decomp.) were obtained. Yield: 81.1%. The product is C(C)N1CC(C1)CCC1=C(C=CC(=C1)F)S(=O)(=O)NC1=CC=C2C3C(COC2=C1C(=O)O)C3 ((1aRS,7bSR)-5-{2-[2-(1-ethyl-azetidin-3-yl)ethyl]-4-fluorbenzenesulfonylamino}1,1a,2,7b-tetrahydrocyclopropa[c]chromene-4-carboxylic acid). Reaction SMILES: [CH2:1]([N:3]1[CH2:6][CH:5]([CH2:7][CH2:8][C:9]2[CH:14]=[C:13]([F:15])[CH:12]=[CH:11][C:10]=2[S:16]([NH:19][C:20]2[C:29]([C:30]([O:32]C)=[O:31])=[C:28]3[C:23]([CH:24]4[CH2:34][CH:25]4[CH2:26][O:27]3)=[CH:22][CH:21]=2)(=[O:18])=[O:17])[CH2:4]1)[CH3:2].O.[OH-].[Li+].C(O)=O>O1CCOCC1.O.CO>[CH2:1]([N:3]1[CH2:4][CH:5]([CH2:7][CH2:8][C:9]2[CH:14]=[C:13]([F:15])[CH:12]=[CH:11][C:10]=2[S:16]([NH:19][C:20]2[C:29]([C:30]([OH:32])=[O:31])=[C:28]3[C:23]([CH:24]4[CH2:34][CH:25]4[CH2:26][O:27]3)=[CH:22][CH:21]=2)(=[O:17])=[O:18])[CH2:6]1)[CH3:2] |f:1.2.3|. Solvent: O1CCOCC1 (dioxane), O (water), CO (methanol). Procedure: A mixture of methyl (1aRS,7bSR)-5-{2-[2-(1-ethylazetidin-3-yl)ethyl]-4-fluorobenzene-sulfonylamino}-1,1a,2,7b-tetrahydrocyclopropa[c]chromene-4-carboxylate (intermediate 183, 0.306 g) and lithium hydroxide monohydrate (0.421 g) in dioxane (7.5 mL) and water (2.5 mL) was irradiated in the microwave at 130° C. for 45 minutes. After cooling, the mixture was diluted with methanol, acidified with formic acid and evaporated in vacuo. The residue was triturated with 20% methanol in DCM, filtered and th... Starting materials: C(C)N1CC(C1)CCC1=C(C=CC(=C1)F)S(=O)(=O)NC1=CC=C2C3C(COC2=C1C(=O)OC)C3 (methyl (1aRS,7bSR)-5-{2-[2-(1-ethylazetidin-3-yl)ethyl]-4-fluorobenzene-sulfonylamino}-1,1a,2,7b-tetrahydrocyclopropa[c]chromene-4-carboxylate), C(C)N1CC(C1)CCC1=C(C=CC(=C1)F)S(=O)(=O)NC1=CC=C2C3C(COC2=C1C(=O)OC)C3 (methyl (1aRS,7bSR)-5-{2-[2-(1-ethylazetidin-3-yl)ethyl]-4-fluorobenzene-sulfonylamino}-1,1a,2,7b-tetrahydrocyclopropa[c]chromene-4-carboxylate), O.[OH-].[Li+] (lithium hydroxide monohydrate), C(=O)O (formic acid). The reactants are CC(=O)Nc1cc([N+](=O)[O-])ccc1OCC(O)CN1C(=O)CCC1=O, Cl. Yields the product Nc1cc([N+](=O)[O-])ccc1OCC(O)CN1C(=O)CCC1=O. RXN SMILES: [C:1](=[O:2])([CH3:3])[NH:4][c:5]1[c:6]([O:7][CH2:8][CH:9]([CH2:10][N:11]2[C:12](=[O:17])[CH2:13][CH2:14][C:15]2=[O:16])[OH:18])[cH:19][cH:20][c:21]([N+:23](=[O:24])[O-:25])[cH:22]1.[ClH:26]>>[NH2:4][c:5]1[c:6]([O:7][CH2:8][CH:9]([CH2:10][N:11]2[C:12](=[O:17])[CH2:13][CH2:14][C:15]2=[O:16])[OH:18])[cH:19][cH:20][c:21]([N+:23](=[O:24])[O-:25])[cH:22]1. The reactants are ClC1=NC(=C(C(=O)OC)C=C1)N[C@@H](C)C1=CC=C(C=C1)F (methyl (S)-6-chloro-2-[1-(4-fluorophenyl)ethylamino]nicotinate), NC1=NC=CN=C1 (2-aminopyrazine), C1(CCCCC1)P(C1=C(C=CC=C1)C1=C(C=C(C=C1C(C)C)C(C)C)C(C)C)C1CCCCC1 (2-dicyclohexylphosphino-2′,4′,6′-triisopropylbiphenyl), P(=O)([O-])([O-])[O-].[K+].[K+].[K+] (tripotassium phosphate), tris(dibenzylideneacetone)(chloroform)dipalladium. Run in O1CCOCC1 (1,4-dioxane), C(C)(=O)OCC (ethyl acetate). Run at temperature 100 celsius, time 1 hour. Yields the product FC1=CC=C(C=C1)[C@H](C)NC1=C(C(=O)OC)C=CC(=N1)NC1=NC=CN=C1 (Methyl (S)-2-[1-(4-fluorophenyl)ethylamino]-6-(pyrazin-2-ylamino)nicotinate). The yield is 93.4%. RXN SMILES: Cl[C:2]1[CH:11]=[CH:10][C:5]([C:6]([O:8][CH3:9])=[O:7])=[C:4]([NH:12][C@H:13]([C:15]2[CH:20]=[CH:19][C:18]([F:21])=[CH:17][CH:16]=2)[CH3:14])[N:3]=1.[NH2:22][C:23]1[CH:28]=[N:27][CH:26]=[CH:25][N:24]=1.C1(P(C2CCCCC2)C2C=CC=CC=2C2C(C(C)C)=CC(C(C)C)=CC=2C(C)C)CCCCC1.P([O-])([O-])([O-])=O.[K+].[K+].[K+]>C(OCC)(=O)C.O1CCOCC1>[F:21][C:18]1[CH:19]=[CH:20][C:15]([C@@H:13]([NH:12][C:4]2[N:3]=[C:2]([NH:22][C:23]3[CH:28]=[N:27][CH:26]=[CH:25][N:24]=3)[CH:11]=[CH:10][C:5]=2[C:6]([O:8][CH3:9])=[O:7])[CH3:14])=[CH:16][CH:17]=1 |f:3.4.5.6|. Procedure: 2.83 g of methyl (S)-6-chloro-2-[1-(4-fluorophenyl)ethylamino]nicotinate, 870 mg of 2-aminopyrazine, 1.06 g of 2-dicyclohexylphosphino-2′,4′,6′-triisopropylbiphenyl, 4.09 g of tripotassium phosphate and 475 mg of tris(dibenzylideneacetone)(chloroform)dipalladium were added in turn to 15 ml of degassed 1,4-dioxane, and the mixture was stirred at 100° C. for 1 hour under argon atmosphere. The reaction solution was diluted with ethyl acetate. The solution was washed in turn with water and brine and... The reactants are 3H-palmitic acid, CCCCCCCCCCCCOS(=O)(=O)[O-].[Na+] (SDS), CCC(CC)COC(C1=CC=CC=C1)(C2=CC=CC=C2)C(=O)N(C)CC[NH+](C)C.[Cl-] (X-100), gradient gel, [C@@H]1([C@H](O)[C@H](OP(=O)(O)O)[C@@H](COP(=O)(O)OP(=O)(O)OCC(C)(C)[C@@H](O)C(=O)NCCC(=O)NCCS)O1)N1C=NC=2C(N)=NC=NC12 (Coenzyme A), P(O)(=O)(OP(=O)(O)OP(=O)(O)O)OC[C@@H]1[C@H]([C@H]([C@@H](O1)N1C=NC=2C(N)=NC=NC12)O)O (ATP), C(CN(CC(=O)O)CC(=O)O)N(CC(=O)O)CC(=O)O (EDTA), CC(C)C[C@@H](C(=O)N[C@@H](CC(C)C)C(=O)N[C@@H](CCCN=C(N)N)C(=O)O)NC(=O)C (leupeptin), μCi-[9,10-3H]-palmitic acid, C(CN(CC(=O)O)CC(=O)O)N(CC(=O)O)CC(=O)O (EDTA), CC(C)C[C@@H](C(=O)N[C@@H](CC(C)C)C(=O)N[C@@H](CCCN=C(N)N)C(=O)O)NC(=O)C (leupeptin). The solvent is C1CN(CCN1CCO)CCS(=O)(=O)O (HEPES), C(C(CO)(CO)N)O.Cl (Tris-HCl), C(C(CO)(CO)N)O.Cl (Tris-HCl). Reaction conditions: time 10 minute. Product: C(CCCCCCCCCCCCCCC)(=O)O (Palmitic Acid). RXN SMILES: C(N(CC(O)=O)CC(O)=O)CN(CC(O)=O)CC(O)=O.CC(C[C@H](NC(C)=O)C(N[C@H](C(N[C@H:37]([C:45]([OH:47])=[O:46])[CH2:38][CH2:39][CH2:40]N=C(N)N)=O)CC(C)C)=O)C.CCC(CO[C:59](C(N(CC[NH+](C)C)C)=O)([C:66]1[CH:71]=[CH:70][CH:69]=[CH:68][CH:67]=1)[C:60]1C=C[CH:63]=[CH:62][CH:61]=1)CC.[Cl-].[C@@H]1(N2C3N=CN=C(N)C=3N=C2)O[C@H](COP(OP(OCC([C@H](C(NCCC(NCCS)=O)=O)O)(C)C)(O)=O)(O)=O)[C@@H](OP(O)(O)=O)[C@H]1O.P(OC[C@H]1O[C@@H](N2C3N=CN=C(N)C=3N=C2)[C@H](O)[C@@H]1O)(OP(OP(O)(O)=O)(O)=O)(=O)O.CCCCCCCCCCCCOS([O-])(=O)=O.[Na+]>C1N(CCO)CCN(CCS(O)(=O)=O)C1.C(O)C(N)(CO)CO.Cl>[C:45]([OH:47])(=[O:46])[CH2:37][CH2:38][CH2:39][CH2:40][CH2:71][CH2:70][CH2:69][CH2:68][CH2:67][CH2:66][CH2:59][CH2:60][CH2:61][CH2:62][CH3:63] |f:2.3,6.7,9.10|. Reported procedure: Soluble Shh was labeled with 3H-palmitic acid in a cell-free system using a modified version of a published procedure (24). A crude microsomal fraction from rat liver was prepared by subjecting a liver homogenate to sequential centrifugation at 3000×g for 10 min, 9000×g for 20 min, and 100,000×g for 30 min. The 100,000×g pellet was suspended in 10 mM HEPES pH 7.4, 10% sucrose and again centrifuged at 100,000×g for 20 min. The final pellet (derived from 10 g of liver) was suspended in 3 mL of 20 ...